This data is from the Open Reaction Database (ORD), a public repository of structured organic reaction records. The task is: describe an organic reaction: reactants, conditions, products, and yield RXN SMILES: [CH3:1][c:2]1[cH:3][s:4][c:5]2[c:6]1[n:7][cH:8][c:9]([C:12](=[O:13])[O:14][CH2:15][CH3:16])[c:10]2[Cl:11].[CH:25]([Cl:26])([Cl:27])[Cl:28].[NH2:17][CH2:18][c:19]1[cH:20][cH:21][cH:22][cH:23][cH:24]1>>[CH3:1][c:2]1[cH:3][s:4][c:5]2[c:6]1[n:7][cH:8][c:9]([C:12](=[O:13])[O:14][CH2:15][CH3:16])[c:10]2[NH:17][CH2:18][c:19]1[cH:20][cH:21][cH:22][cH:23][cH:24]1. Product: CCOC(=O)c1cnc2c(C)csc2c1NCc1ccccc1. Starting materials: CCOC(=O)c1cnc2c(C)csc2c1Cl, ClC(Cl)Cl, NCc1ccccc1. Starting materials: C1CCCC2=CC=CC=C12 (tetralin), O1C(C)C1CCCCC (2,3-epoxyoctane), CC=CCCCCC (2-octene), C1CCCC2=CC=CC=C12 (tetralin), ON1C(C=2C(C1=O)=CC=CC2)=O (N-hydroxyphthalimide), 4A, CC=CCCCCC (2-octene). The reagents and catalysts are [C-]#[O+].[C-]#[O+].[C-]#[O+].[C-]#[O+].[C-]#[O+].[C-]#[O+].[Mo] (molybdenum hexacarbonyl), C(C)(=O)[O-].[Co+2].C(C)(=O)[O-] (cobalt (II) acetate). Run in C(C1=CC=CC=C1)#N (benzonitrile). Conditions: temperature 50 celsius, time 20 hour. The product is C1CC(C2=CC=CC=C2C1)O (α-tetralol), C1CC2=CC=CC=C2C(=O)C1 (α-tetralone). Yield: 43.0%. Reaction SMILES: [CH3:1][CH:2]=CCCCCC.[CH2:9]1[C:18]2[C:13](=[CH:14][CH:15]=[CH:16][CH:17]=2)[CH2:12][CH2:11][CH2:10]1.[OH:19]N1[C:24](=O)[C:23]2=[CH:26][CH:27]=[CH:28][CH:29]=[C:22]2[C:21]1=[O:30].O1C(CCCCC)C1C>[C-]#[O+].[C-]#[O+].[C-]#[O+].[C-]#[O+].[C-]#[O+].[C-]#[O+].[Mo].C([O-])(=O)C.[Co+2].C([O-])(=O)C.C(#N)C1C=CC=CC=1>[CH2:16]1[CH2:17][C:18]2[C:13](=[CH:12][CH:11]=[CH:10][CH:9]=2)[CH:14]([OH:19])[CH2:15]1.[CH2:1]1[CH2:2][C:21](=[O:30])[C:22]2[C:23](=[CH:26][CH:27]=[CH:28][CH:29]=2)[CH2:24]1 |f:4.5.6.7.8.9.10,11.12.13|. Procedure: A mixture of 4 mmol of 2-octene (a mixture of cis-isomer and trans-isomer), 20 mmol of tetralin, 0.4 mmol of N-hydroxyphthalimide, 0.2 mmol of molybdenum hexacarbonyl, 0.004 mmol of cobalt (II) acetate, 200 mg of Molecular Sieve 4A, and 2 ml of benzonitrile was stirred at 50° C. under an oxygen atmosphere (1 atm) for 20 hours. Gas chromatographic analysis of products in a reaction mixture revealed that 2-octene was converted, at a rate of 82%, into 2,3-epoxyoctane in yield of 72%, and that tetra... Reactants: CCCC[Sn](CCCC)(CCCC)c1cc2cc(C=O)ccc2o1, Cc1c(Nc2c(I)cncc2C#N)ccc2[nH]ccc12, CN(C)C=O, c1ccc(P(c2ccccc2)(c2ccccc2)[Pd](P(c2ccccc2)(c2ccccc2)c2ccccc2)(P(c2ccccc2)(c2ccccc2)c2ccccc2)P(c2ccccc2)(c2ccccc2)c2ccccc2)cc1. Yields the product Cc1c(Nc2c(C#N)cncc2-c2cc3cc(C=O)ccc3o2)ccc2[nH]ccc12. As a reaction SMILES: [CH2:21]([Sn:22]([CH2:23][CH2:24][CH2:25][CH3:37])([c:26]1[o:27][c:28]2[c:29]([cH:30]1)[cH:31][c:32]([CH:35]=[O:36])[cH:33][cH:34]2)[CH2:38][CH2:39][CH2:40][CH3:41])[CH2:42][CH2:43][CH3:44].[I:1][c:2]1[cH:3][n:4][cH:5][c:6]([C:7]#[N:8])[c:9]1[NH:10][c:11]1[c:12]([CH3:20])[c:13]2[cH:14][cH:15][nH:16][c:17]2[cH:18][cH:19]1.[O:45]=[CH:46][N:47]([CH3:48])[CH3:49].[cH:50]1[cH:51][cH:52][c:53]([P:54]([Pd:55]([P:56]([c:57]2[cH:58][cH:59][cH:60][cH:61][cH:62]2)([c:63]2[cH:64][cH:65][cH:66][cH:67][cH:68]2)[c:69]2[cH:70][cH:71][cH:72][cH:73][cH:74]2)([P:75]([c:76]2[cH:77][cH:78][cH:79][cH:80][cH:81]2)([c:82]2[cH:83][cH:84][cH:85][cH:86][cH:87]2)[c:88]2[cH:89][cH:90][cH:91][cH:92][cH:93]2)[P:94]([c:95]2[cH:96][cH:97][cH:98][cH:99][cH:100]2)([c:101]2[cH:102][cH:103][cH:104][cH:105][cH:106]2)[c:107]2[cH:108][cH:109][cH:110][cH:111][cH:112]2)([c:113]2[cH:114][cH:115][cH:116][cH:117][cH:118]2)[c:119]2[cH:120][cH:121][cH:122][cH:123][cH:124]2)[cH:125][cH:126]1>>[c:2]1(-[c:26]2[o:27][c:28]3[c:29]([cH:30]2)[cH:31][c:32]([CH:35]=[O:36])[cH:33][cH:34]3)[cH:3][n:4][cH:5][c:6]([C:7]#[N:8])[c:9]1[NH:10][c:11]1[c:12]([CH3:20])[c:13]2[cH:14][cH:15][nH:16][c:17]2[cH:18][cH:19]1. The reactants are CCN1CC(=O)Nc2ncc(-c3ccc(-c4nncn4C4CCCCO4)cc3)nc21, CCO, Cl, C1COCCO1. Product: CCN1CC(=O)Nc2ncc(-c3ccc(-c4nnc[nH]4)cc3)nc21, Cl. Reaction SMILES: [CH2:1]([CH3:2])[N:3]1[CH2:4][C:5](=[O:30])[NH:6][c:7]2[n:8][cH:9][c:10](-[c:13]3[cH:14][cH:15][c:16](-[c:19]4[n:20][n:21][cH:22][n:23]4[CH:24]4[CH2:25][CH2:26][CH2:27][CH2:28][O:29]4)[cH:17][cH:18]3)[n:11][c:12]21.[CH3:32][CH2:33][OH:34].[ClH:31].[O:35]1[CH2:36][CH2:37][O:38][CH2:39][CH2:40]1>>[CH2:1]([CH3:2])[N:3]1[CH2:4][C:5](=[O:30])[NH:6][c:7]2[n:8][cH:9][c:10](-[c:13]3[cH:14][cH:15][c:16](-[c:19]4[n:20][n:21][cH:22][nH:23]4)[cH:17][cH:18]3)[n:11][c:12]21.[ClH:31].